describe an organic reaction: reactants, conditions, products, and yield From a dataset of the Open Reaction Database (ORD), a public repository of structured organic reaction records. Reactants: CC[SiH](CC)CC, COC(=O)C(CC(C)(F)F)NC(=O)OCc1ccccc1, CO. Yields the product COC(=O)C(N)CC(C)(F)F. As a reaction SMILES: [CH2:22]([SiH:23]([CH2:24][CH3:25])[CH2:26][CH3:27])[CH3:28].[CH3:1][O:2][C:3]([CH:4]([CH2:5][C:6]([CH3:7])([F:8])[F:9])[NH:10][C:11]([O:12][CH2:13][c:14]1[cH:15][cH:16][cH:17][cH:18][cH:19]1)=[O:20])=[O:21].[CH3:29][OH:30]>>[CH3:1][O:2][C:3]([CH:4]([CH2:5][C:6]([CH3:7])([F:8])[F:9])[NH2:10])=[O:21]. Reactants: C1(C=2C(C(N1CCCCOC1=CC=NC=C1)=O)=CC=CC2)=O (4-(4-phthalimidobutyloxy)pyridine), Cl.CO (hydrogen chloride methanol). The solvent is CO (methanol). Yields the product Cl.C1(C=2C(C(N1CCCCOC1=CC=NC=C1)=O)=CC=CC2)=O (4-(4-phthalimidobutyloxy)pyridine hydrochloride). The yield is 86.3%. As a reaction SMILES: [C:1]1(=[O:22])[N:5]([CH2:6][CH2:7][CH2:8][CH2:9][O:10][C:11]2[CH:16]=[CH:15][N:14]=[CH:13][CH:12]=2)[C:4](=[O:17])[C:3]2=[CH:18][CH:19]=[CH:20][CH:21]=[C:2]12.[ClH:23].CO>CO>[ClH:23].[C:4]1(=[O:17])[N:5]([CH2:6][CH2:7][CH2:8][CH2:9][O:10][C:11]2[CH:12]=[CH:13][N:14]=[CH:15][CH:16]=2)[C:1](=[O:22])[C:2]2=[CH:21][CH:20]=[CH:19][CH:18]=[C:3]12 |f:1.2,4.5|. Reported procedure: To a suspension of 1.48 g (5.0 mmol) of 4-(4-phthalimidobutyloxy)pyridine in 20 ml of methanol, 15 ml of hydrogen chloride-methanol was added and dissolve. The solvent was distilled off and the residue was crystallized from acetone-ether. The resulting crystals were collected by filtration and washed with ether to give 1.51 g of the desired compound (86.3% yield, colorless crystals), mp. 154°-156° C. The reactants are C(#N)[B-](C#N)(C#N)C#N.[K+] (potassium tetracyanoborate), [Br-].C[N+]1(CCCCC1)CCCCCCCC (1-methyl-1-octylpiperidinium bromide). Yields the product C(#N)[B-](C#N)(C#N)C#N.C[N+]1(CCCCC1)CCCCCCCC (1-methyl-1-octylpiperidinium tetracyanoborate). As a reaction SMILES: [C:1]([B-:3]([C:8]#[N:9])([C:6]#[N:7])[C:4]#[N:5])#[N:2].[K+].[Br-].[CH3:12][N+:13]1([CH2:19][CH2:20][CH2:21][CH2:22][CH2:23][CH2:24][CH2:25][CH3:26])[CH2:18][CH2:17][CH2:16][CH2:15][CH2:14]1>>[C:1]([B-:3]([C:8]#[N:9])([C:6]#[N:7])[C:4]#[N:5])#[N:2].[CH3:12][N+:13]1([CH2:19][CH2:20][CH2:21][CH2:22][CH2:23][CH2:24][CH2:25][CH3:26])[CH2:14][CH2:15][CH2:16][CH2:17][CH2:18]1 |f:0.1,2.3,4.5|. Procedure details: Analogously to Example A, 58 g of potassium tetracyanoborate are added to 100 g of 1-methyl-1-octylpiperidinium bromide, and the mixture is subjected to corresponding work-up, giving a clear, yellowish, viscous liquid. The reactants are NC1=NC(=NS1)/C(/C(=O)N[C@H]1[C@@H]2N(C(=C(CS2)COC(C)=O)C(=O)O)C1=O)=N/OC (7β-[(Z)-2-(5-Amino-1,2,4-thiadiazol-3-yl)-2-methoxyiminoacetamido]-3-acetoxymethyl-3-cephem-4-carboxylic acid), CN(C(C(F)(F)F)=O)[Si](C)(C)C (N-methyl-N-(trimethylsilyl)trifluoroacetamide), I[Si](C)(C)C (iodotrimethylsilane). Solvent: C(Cl)Cl (methylene chloride). Conditions: time 1 hour. Product: NC1=NC(=NS1)/C(/C(=O)N[C@H]1[C@@H]2N(C(=C(CS2)CI)C(=O)O)C1=O)=N/OC (7β-[(Z)-2-(5-amino-1,2,4-thiadiazol-3-yl)-2-methoxyiminoacetamido]-3-iodomethyl-3-cephem-4-carboxylic acid). RXN SMILES: [NH2:1][C:2]1[S:6][N:5]=[C:4](/[C:7](=[N:28]/[O:29][CH3:30])/[C:8]([NH:10][C@@H:11]2[C:26](=[O:27])[N:13]3[C:14]([C:23]([OH:25])=[O:24])=[C:15]([CH2:18]OC(=O)C)[CH2:16][S:17][C@H:12]23)=[O:9])[N:3]=1.CN([Si](C)(C)C)C(=O)C(F)(F)F.[I:43][Si](C)(C)C>C(Cl)Cl>[NH2:1][C:2]1[S:6][N:5]=[C:4](/[C:7](=[N:28]/[O:29][CH3:30])/[C:8]([NH:10][C@@H:11]2[C:26](=[O:27])[N:13]3[C:14]([C:23]([OH:25])=[O:24])=[C:15]([CH2:18][I:43])[CH2:16][S:17][C@H:12]23)=[O:9])[N:3]=1. Procedure details: 7β-[(Z)-2-(5-Amino-1,2,4-thiadiazol-3-yl)-2-methoxyiminoacetamido]-3-acetoxymethyl-3-cephem-4-carboxylic acid (319 mg) was suspended in methylene chloride (4 ml), followed by an addition of N-methyl-N-(trimethylsilyl)trifluoroacetamide (877 μl). The resulting mixture was stirred at room temperature for 1 hour. After ice-cooling, iodotrimethylsilane (268 μl) was added and the resulting mixture was stirred for 15 minutes. The reaction mixture was concentrated under reduced pressure to obtain the s... Starting materials: CC(C)(C)OC(=O)Cc1cccc2c1CC(Br)C2=O, Br, Br, CC(=O)O, CC(C)OC(C)C, O=C(O)Cc1cccc2c1CCC2=O, O. The product is O=C(O)Cc1cccc2c1CC(Br)C2=O. Reaction SMILES: [Br:1][CH:2]1[C:3](=[O:19])[c:4]2[cH:5][cH:6][cH:7][c:8]([CH2:11][C:12](=[O:13])[O:14][C:15]([CH3:16])([CH3:17])[CH3:18])[c:9]2[CH2:10]1.[Br:35].[BrH:20].[CH3:36][C:37](=[O:38])[OH:39].[CH:40]([O:41][CH:42]([CH3:43])[CH3:44])([CH3:45])[CH3:46].[O:21]=[C:22]1[c:23]2[c:24]([c:25]([CH2:26][C:27]([OH:28])=[O:29])[cH:30][cH:31][cH:32]2)[CH2:33][CH2:34]1.[OH2:47]>>[Br:1][CH:2]1[C:3](=[O:19])[c:4]2[cH:5][cH:6][cH:7][c:8]([CH2:11][C:12](=[O:13])[OH:14])[c:9]2[CH2:10]1. Reactants: ClC=1N=NC(=CC1C)C1=CC(=CC=C1)Cl (3-chloro-6-(m-chlorophenyl)-4-methylpyridazine), [Si]([O-])([O-])([O-])[O-].[Mg+2].[Mg+2] (magnesium silicate), C(CCC)O (n-butanol), C(C)(=O)NN (acetylhydrazine). Run in C(Cl)Cl (methylene chloride), CCCCCC (hexane). The product is ClC=1C=C(C=CC1)C=1C=C(C=2N(N1)C(=NN2)C)C (6-(m-chlorophenyl)-3,8-dimethyl-1,2,4-triazolo-[4,3-b]pyridazine). Reaction SMILES: Cl[C:2]1[N:3]=[N:4][C:5]([C:9]2[CH:14]=[CH:13][CH:12]=[C:11]([Cl:15])[CH:10]=2)=[CH:6][C:7]=1[CH3:8].C(O)CCC.[C:21]([NH:24][NH2:25])(=O)[CH3:22].[Si]([O-])([O-])([O-])[O-].[Mg+2].[Mg+2]>C(Cl)Cl.CCCCCC>[Cl:15][C:11]1[CH:10]=[C:9]([C:5]2[CH:6]=[C:7]([CH3:8])[C:2]3[N:3]([C:21]([CH3:22])=[N:24][N:25]=3)[N:4]=2)[CH:14]=[CH:13][CH:12]=1 |f:3.4.5|. Procedure: A mixture of 7.17 g. of 3-chloro-6-(m-chlorophenyl)-4-methylpyridazine, 100 ml. of n-butanol and 6.96 g. of acetylhydrazine is refluxed overnight. The mixture is coated and filtered to give solid. The solid is dissolved in methylene chloride and the solution passed through a short column of hydrous magnesium silicate. The eluent is refluxed while hexane is gradually added until crystals separated. Cooling and filtering gives 3.30 g. of crystals, m.p. 193.5°-195.5° C. The reactants are P(=O)(Cl)(Cl)Cl (phosphorus oxychloride), CC=1[N+](=C(OC1C)C1=CC=C(C=C1)C(C)C)[O-] (4,5-Dimethyl-2-(4-(2-propyl)-phenyl)-oxazole 3-oxide), N (ammonia). Solvent: C(Cl)(Cl)Cl (chloroform). Conditions: temperature 0 celsius. Yields the product ClCC=1N=C(OC1C)C1=CC=C(C=C1)C(C)C (4-Chloromethyl-5-methyl-2-(4-(2-propyl)-phenyl)-oxazole). Reaction SMILES: [CH3:1][C:2]1[N+:3]([O-])=[C:4]([C:8]2[CH:13]=[CH:12][C:11]([CH:14]([CH3:16])[CH3:15])=[CH:10][CH:9]=2)[O:5][C:6]=1[CH3:7].P(Cl)(Cl)([Cl:20])=O.N>C(Cl)(Cl)Cl>[Cl:20][CH2:1][C:2]1[N:3]=[C:4]([C:8]2[CH:13]=[CH:12][C:11]([CH:14]([CH3:16])[CH3:15])=[CH:10][CH:9]=2)[O:5][C:6]=1[CH3:7]. Procedure: 38 g of 4,5-Dimethyl-2-(4-(2-propyl)-phenyl)-oxazole 3-oxide are dissolved in 200 ml of chloroform, 16.4 ml of phosphorus oxychloride are added and the mixture is heated under reflux for 30 minutes. The reaction mixture is cooled to 0° C., a slightly alkaline pH is established using ammonia and the mixture is extracted three times with in each case 500 ml of ethyl acetate. The combined organic phases are washed with water and dried over MgSO4 and the solvent is then removed under reduced pressur... The reactants are C(#N)CCCCC1=C(NC2=CC=CC=C12)C=1C=NC=CC1 (3-(4-cyanobutyl)-2-(3-pyridyl)indole), [N-]=[N+]=[N-].[Na+] (sodium azide), [Cl-].[NH4+] (ammonium chloride), [Cl-].[Li+] (lithium chloride). The solvent is CN(C)C=O (DMF). Product: N1N=NN=C1CCCCC1=C(NC2=CC=CC=C12)C=1C=NC=CC1 (3-[4-(5-tetrazolyl)-butyl]-2-(3-pyridyl)indole). As a reaction SMILES: [C:1]([CH2:3][CH2:4][CH2:5][CH2:6][C:7]1[C:15]2[C:10](=[CH:11][CH:12]=[CH:13][CH:14]=2)[NH:9][C:8]=1[C:16]1[CH:17]=[N:18][CH:19]=[CH:20][CH:21]=1)#[N:2].[N-:22]=[N+:23]=[N-:24].[Na+].[Cl-].[NH4+].[Cl-].[Li+]>CN(C=O)C>[NH:22]1[C:1]([CH2:3][CH2:4][CH2:5][CH2:6][C:7]2[C:15]3[C:10](=[CH:11][CH:12]=[CH:13][CH:14]=3)[NH:9][C:8]=2[C:16]2[CH:17]=[N:18][CH:19]=[CH:20][CH:21]=2)=[N:2][N:24]=[N:23]1 |f:1.2,3.4,5.6|. Reported procedure: A mixture of 540 mg of 3-(4-cyanobutyl)-2-(3-pyridyl)indole, 173 mg of sodium azide, 142 mg of ammonium chloride and 5 mg of lithium chloride in 2 ml of DMF is heated at 120° overnight. After cooling the mixture is filtered and the filtrate diluted with ca. 25 ml of water. After the pH is adjusted to 10-11 with 3N NaOH, the solution is washed with ether to remove unreacted nitrile. The aqueous phase is adjusted to pH 5-6 with 2N HCl and extracted with ether. The ether extract is washed with wate...